From a dataset of the Open Reaction Database (ORD), a public repository of structured organic reaction records. describe an organic reaction: reactants, conditions, products, and yield The reactants are O (water), OOS(=O)[O-].[K+] (Oxone), ClC1=NC=C(C(=N1)N[C@H](CSCC(=O)OC(C)(C)C)C(C)(C)C)F ((S)-tert-Butyl 2-(2-(2-chloro-5-fluoropyrimidin-4-ylamino)-3,3-dimethyl-butylthio)ethanoate), ClC1=NC=C(C(=N1)N[C@H](CSCC(=O)OC(C)(C)C)C(C)(C)C)F ((S)-tert-Butyl 2-(2-(2-chloro-5-fluoropyrimidin-4-ylamino)-3,3-dimethyl-butylthio)ethanoate), O (water). Run in CO (methanol). Conditions: time 3 hour. Product: ClC1=NC=C(C(=N1)N[C@H](CS(=O)(=O)CC(=O)OC(C)(C)C)C(C)(C)C)F ((S)-tert-Butyl 2-(2-(2-chloro-5-fluoropyrimidin-4-ylamino)-3,3-dimethylbutyl-sulfonyl)ethanoate). RXN SMILES: [OH:1]OS([O-])=O.[K+].[Cl:7][C:8]1[N:13]=[C:12]([NH:14][C@@H:15]([C:26]([CH3:29])([CH3:28])[CH3:27])[CH2:16][S:17][CH2:18][C:19]([O:21][C:22]([CH3:25])([CH3:24])[CH3:23])=[O:20])[C:11]([F:30])=[CH:10][N:9]=1.[OH2:31]>CO>[Cl:7][C:8]1[N:13]=[C:12]([NH:14][C@@H:15]([C:26]([CH3:29])([CH3:28])[CH3:27])[CH2:16][S:17]([CH2:18][C:19]([O:21][C:22]([CH3:23])([CH3:24])[CH3:25])=[O:20])(=[O:1])=[O:31])[C:11]([F:30])=[CH:10][N:9]=1 |f:0.1|. Reported procedure: Oxone (5.37 g, 8.73 mmol) was added to a solution of (S)-tert-Butyl 2-(2-(2-chloro-5-fluoropyrimidin-4-ylamino)-3,3-dimethyl-butylthio)ethanoate, 168a, (1.10 g, 2.91 mmol) in methanol (50 mL) and water (20 mL) and the solution was stirred 3 hours at room temperature. The solution was concentrated in vacuo to give a white residue that was dissolved in water (100 mL). The aqueous layer was extracted with EtOAc (3×50 mL) and the combined organic phases was dried (MgSO4), filtered and concentrated i...